This data is from the Open Reaction Database (ORD), a public repository of structured organic reaction records. The task is: describe an organic reaction: reactants, conditions, products, and yield Starting materials: C(C)(C)(C)OC([C@H](CNC(C1=CC=C(C=C1)CCC(NC=1NCCCN1)=O)=O)NS(=O)(=O)C1=CC=CC2=CC=CC=C12)=O ((2S)-2-(naphthalene-1-sulfonylamino)-3-(4-(2-(1,4,5,6-tetrahydropyrimidin-2-ylcarbamoyl)-ethyl)-benzoylamino)-propionic acid tert-butyl ester), FC(C(=O)O)(F)F (trifluoroacetic acid). Run in ClCCl (dichloromethane). Reaction conditions: time 3 hour. Yields the product C1(=CC=CC2=CC=CC=C12)S(=O)(=O)N[C@H](C(=O)O)CNC(C1=CC=C(C=C1)CCC(NC=1NCCCN1)=O)=O ((2S)-2-(Naphthalene-1-sulfonylamino)-3-(4-(2-(1,4,5,6-tetrahydropyrimidin-2-ylcarbamoyl)-ethyl)-benzoylamino)-propionic acid). As a reaction SMILES: C([O:5][C:6](=[O:43])[C@@H:7]([NH:29][S:30]([C:33]1[C:42]2[C:37](=[CH:38][CH:39]=[CH:40][CH:41]=2)[CH:36]=[CH:35][CH:34]=1)(=[O:32])=[O:31])[CH2:8][NH:9][C:10](=[O:28])[C:11]1[CH:16]=[CH:15][C:14]([CH2:17][CH2:18][C:19](=[O:27])[NH:20][C:21]2[NH:22][CH2:23][CH2:24][CH2:25][N:26]=2)=[CH:13][CH:12]=1)(C)(C)C.FC(F)(F)C(O)=O>ClCCl>[C:33]1([S:30]([NH:29][C@@H:7]([CH2:8][NH:9][C:10](=[O:28])[C:11]2[CH:16]=[CH:15][C:14]([CH2:17][CH2:18][C:19](=[O:27])[NH:20][C:21]3[NH:26][CH2:25][CH2:24][CH2:23][N:22]=3)=[CH:13][CH:12]=2)[C:6]([OH:43])=[O:5])(=[O:32])=[O:31])[C:42]2[C:37](=[CH:38][CH:39]=[CH:40][CH:41]=2)[CH:36]=[CH:35][CH:34]=1. Procedure: 45 mg (0.074 mmol) of (2S)-2-(naphthalene-1-sulfonylamino)-3-(4-(2-(1,4,5,6-tetrahydropyrimidin-2-ylcarbamoyl)-ethyl)-benzoylamino)-propionic acid tert-butyl ester was dissolved in 2 ml of dichloromethane and 2 ml of trifluoroacetic acid was added. The solution was stirred at room temperature for 3 hours. The solvent was removed in vacuo and toluene was added to the residue and then removed in vacuo. The residue was dissolved in acetonitrile/water (1/1) and lyophilized. Yield 50 mg. MS (ES+): m/...